Dataset: the Open Reaction Database (ORD), a public repository of structured organic reaction records. Task: describe an organic reaction: reactants, conditions, products, and yield Reactants: CCOC(C(=O)O)c1cccc([N+](=O)[O-])c1, CCO. Product: CCOC(C(=O)O)c1cccc(N)c1. Reaction SMILES: [CH2:1]([CH3:2])[O:3][CH:4]([C:5](=[O:6])[OH:7])[c:8]1[cH:9][c:10]([N+:14]([O-:15])=[O:16])[cH:11][cH:12][cH:13]1.[CH3:17][CH2:18][OH:19]>>[CH2:1]([CH3:2])[O:3][CH:4]([C:5](=[O:6])[OH:7])[c:8]1[cH:9][c:10]([NH2:14])[cH:11][cH:12][cH:13]1.